This data is from the Open Reaction Database (ORD), a public repository of structured organic reaction records. The task is: describe an organic reaction: reactants, conditions, products, and yield Product: CCN(CC)CCOCCC1CCCCN1C(=O)N1c2ccccc2C(=O)Nc2cccnc21. Reaction SMILES: [CH2:20]([CH3:21])[N:22]([CH2:23][CH2:24][O:25][CH2:26][CH2:27][CH:28]1[NH:29][CH2:30][CH2:31][CH2:32][CH2:33]1)[CH2:34][CH3:35].[CH3:36][C:37]#[N:38].[Cl:1][C:2](=[O:3])[N:4]1[c:5]2[c:6]([cH:16][cH:17][cH:18][n:19]2)[NH:7][C:8](=[O:15])[c:9]2[c:10]1[cH:11][cH:12][cH:13][cH:14]2>>[C:2](=[O:3])([N:4]1[c:5]2[c:6]([cH:16][cH:17][cH:18][n:19]2)[NH:7][C:8](=[O:15])[c:9]2[c:10]1[cH:11][cH:12][cH:13][cH:14]2)[N:29]1[CH:28]([CH2:27][CH2:26][O:25][CH2:24][CH2:23][N:22]([CH2:20][CH3:21])[CH2:34][CH3:35])[CH2:33][CH2:32][CH2:31][CH2:30]1. Reactants: CCN(CC)CCOCCC1CCCCN1, CC#N, O=C1Nc2cccnc2N(C(=O)Cl)c2ccccc21. Reactants: ClC1=NC(=NC(=N1)N1CC2CCC(C1)CC2)N2CC1CCC(C2)CC1 (3,3'-(6-chloro-s-triazine-2,4-diyl)bis-3-azabicyclo[3.2.2]nonane), C(CCC)N (n-butylamine). Product: C(CCC)NC1=NC(=NC(=N1)N1CC2CCC(C1)CC2)N2CC1CCC(C2)CC1 (3,3'-(6-butylamino-s-triazin-2,4-diyl)bis-3-azabicyclo[3.2.2]nonane). Reaction SMILES: Cl[C:2]1[N:7]=[C:6]([N:8]2[CH2:14][CH:13]3[CH2:15][CH2:16][CH:10]([CH2:11][CH2:12]3)[CH2:9]2)[N:5]=[C:4]([N:17]2[CH2:23][CH:22]3[CH2:24][CH2:25][CH:19]([CH2:20][CH2:21]3)[CH2:18]2)[N:3]=1.[CH2:26]([NH2:30])[CH2:27][CH2:28][CH3:29]>>[CH2:26]([NH:30][C:2]1[N:3]=[C:4]([N:17]2[CH2:23][CH:22]3[CH2:21][CH2:20][CH:19]([CH2:25][CH2:24]3)[CH2:18]2)[N:5]=[C:6]([N:8]2[CH2:14][CH:13]3[CH2:12][CH2:11][CH:10]([CH2:16][CH2:15]3)[CH2:9]2)[N:7]=1)[CH2:27][CH2:28][CH3:29]. Procedure: Nine grams (0.025 mole) of 3,3'-(6-chloro-s-triazine-2,4-diyl)bis-3-azabicyclo[3.2.2]nonane and 9.7 g. (0.13 mole) n-butylamine is placed in a glass liner in a bomb and then heated in an oil bath maintained at 160°-180° C. for 16 hours. After cooling, the contents of the bomb are rinsed with chloroform and water into a flask and 50 ml. of 10 N NaOH is added. The solution is then evaporated in vacuo and the aqueous solution remaining is extracted with chloroform. The combined chloroform extracts ... The reactants are C(C)(C)(C)OC(NC1=C(C=C(C(=C1)OCC(F)(F)F)C(F)(F)F)NC(CC(=O)C1=CC(=CC=C1)C1=CC(=NC=C1)C)=O)=O ([2-{3-[3-(2-methyl-pyridin-4-yl)-phenyl]-3-oxo-propionylamino}-5-(2,2,2-trifluoro-ethoxy)-4-trifluoromethyl-phenyl]-carbamic acid tert-butyl ester), C(=O)(C(F)(F)F)O (TFA). The solvent is C(Cl)Cl (CH2Cl2). The product is CC1=NC=CC(=C1)C=1C=C(C=CC1)C1=NC2=C(NC(C1)=O)C=C(C(=C2)OCC(F)(F)F)C(F)(F)F (4-[3-(2-Methyl-pyridin-4-yl)-phenyl]-7-(2,2,2-trifluoro-ethoxy)-8-trifluoromethyl-1,3-dihydro-benzo[b][1,4]diazepin-2-one), solid. The yield is 79.0%. Reaction SMILES: C(OC(=O)[NH:7][C:8]1[CH:13]=[C:12](OCC(F)(F)F)[C:11]([C:20]([F:23])([F:22])[F:21])=[CH:10][C:9]=1[NH:24][C:25](=[O:42])[CH2:26][C:27]([C:29]1[CH:34]=[CH:33][CH:32]=[C:31]([C:35]2[CH:40]=[CH:39][N:38]=[C:37]([CH3:41])[CH:36]=2)[CH:30]=1)=O)(C)(C)C.[C:44](O)([C:46]([F:49])([F:48])[F:47])=[O:45]>C(Cl)Cl>[CH3:41][C:37]1[CH:36]=[C:35]([C:31]2[CH:30]=[C:29]([C:27]3[CH2:26][C:25](=[O:42])[NH:24][C:9]4[CH:10]=[C:11]([C:20]([F:23])([F:22])[F:21])[C:12]([O:45][CH2:44][C:46]([F:49])([F:48])[F:47])=[CH:13][C:8]=4[N:7]=3)[CH:34]=[CH:33][CH:32]=2)[CH:40]=[CH:39][N:38]=1. Reported procedure: The title compound was prepared from [2-{3-[3-(2-methyl-pyridin-4-yl)-phenyl]-3-oxo-propionylamino}-5-(2,2,2-trifluoro-ethoxy)-4-trifluoromethyl-phenyl]-carbamic acid tert-butyl ester (Example M105) (0.41 g, 0.67 mmol) by treatment with TFA in CH2Cl2 according to the general procedure N. Obtained as a light brown solid (260 mg, 79%). The reactants are C(C)(=O)N1CCC(CC1)C(=O)O (N-acetylpiperidine-4-carboxylic acid), ON1N=NC2=C1C=CC=C2 (1-hydroxybenzotriazole), Cl.C(C)N=C=NCCCN(C)C (1-ethyl-3-(3-dimethylaminopropyl)carbodiimide hydrochloride), FC1=CC=C(N)C=C1 (4-fluoroaniline). Solvent: ClCCl (dichloromethane), ClCCl (dichloromethane). Run at time 18 hour. The product is C(C)(C)OC(C)C (diisopropyl ether), C(C)(=O)N1C(CC(CC1)C1=CC=C(C=C1)F)C(N)=O (1-acetyl-4-(4-fluorophenyl)-carbamoylpiperidine). Reaction SMILES: [C:1]([N:4]1[CH2:9][CH2:8][CH:7]([C:10]([OH:12])=O)[CH2:6][CH2:5]1)(=[O:3])[CH3:2].[OH:13]N1[C:18]2C=CC=[CH:22][C:17]=2N=N1.Cl.[CH2:24](N=C=NCCC[N:32]([CH3:34])C)C.[F:35][C:36]1[CH:42]=[CH:41][C:39](N)=[CH:38][CH:37]=1>ClCCl>[CH:17]([O:12][CH:10]([CH3:7])[CH3:24])([CH3:22])[CH3:18].[C:1]([N:4]1[CH2:5][CH2:6][CH:7]([C:39]2[CH:41]=[CH:42][C:36]([F:35])=[CH:37][CH:38]=2)[CH2:8][CH:9]1[C:34](=[O:13])[NH2:32])(=[O:3])[CH3:2] |f:2.3|. Reported procedure: A mixture of N-acetylpiperidine-4-carboxylic acid (514 mg), 1-hydroxybenzotriazole (405 mg), 1-ethyl-3-(3-dimethylaminopropyl)carbodiimide hydrochloride (575 mg) and 4-fluoroaniline (284.2 ml) in dichloromethane (5 ml) was stirred for 18 hours at ambient temperature. The mixture was diluted with dichloromethane and washed with water, saturated aqueous sodium hydrogen carbonate, water, and brine. After drying with magnesium sulfate, the solvents were removed under reduced pressure. A residue was ... Starting materials: O=c1[nH]c2cc(Br)cc3c2n(c1=O)C(CO)CC3, C1CCOC1, CCO. Product: O=CC1CCc2cc(Br)cc3[nH]c(=O)c(=O)n1c23. As a reaction SMILES: [Br:1][c:2]1[cH:3][c:4]2[c:5]3[n:6]([c:7](=[O:13])[c:8](=[O:12])[nH:9][c:10]3[cH:11]1)[CH:14]([CH2:17][OH:18])[CH2:15][CH2:16]2.[CH2:22]1[O:23][CH2:24][CH2:25][CH2:26]1.[CH3:19][CH2:20][OH:21]>>[Br:1][c:2]1[cH:3][c:4]2[c:5]3[n:6]([c:7](=[O:13])[c:8](=[O:12])[nH:9][c:10]3[cH:11]1)[CH:14]([CH:17]=[O:18])[CH2:15][CH2:16]2.